Dataset: the Open Reaction Database (ORD), a public repository of structured organic reaction records. Task: describe an organic reaction: reactants, conditions, products, and yield The reactants are O.C(C=O)(=O)O (glyoxalic acid monohydrate), C(CCS)S (1,3-propanedithiol), C1(=CC=C(C=C1)S(=O)(=O)O)C (para-toluenesulphonic acid). The solvent is C1(=CC=CC=C1)C (toluene). Product: S1C(SCCC1)C(=O)O (1,3-Dithiane-2-carboxylic acid). RXN SMILES: O.[C:2]([OH:6])(=[O:5])[CH:3]=O.[CH2:7]([SH:11])[CH2:8][CH2:9][SH:10].C1(C)C=CC(S(O)(=O)=O)=CC=1>C1(C)C=CC=CC=1>[S:10]1[CH2:9][CH2:8][CH2:7][S:11][CH:3]1[C:2]([OH:6])=[O:5] |f:0.1|. Procedure details: 9.20 g (100 mmol) of glyoxalic acid monohydrate, 11.1 ml (110 mmol) of 1,3-propanedithiol and 1.72 g (10.0 mmol) of para-toluenesulphonic acid were heated in 200 ml of toluene under reflux for 3 h. The reaction mixture was cooled to RT and extracted three times with 100 ml of saturated aqueous sodium bicarbonate solution. The combined aqueous phases were washed with 200 ml of diethyl ether, acidified with aqueous hydrochloric acid (6N) and extracted four times with 200 ml of ethyl acetate. The c... Starting materials: ClC1=CC=C(C=C1)C1=NC=2N(C(=C1)C(F)(F)F)N=CC2C(=O)O (5-(4-chloro-phenyl)-7-trifluoromethyl-pyrazolo[1,5-a]pyrimidine-3-carboxylic acid), ONC(C1=CC(=CC=C1)S(N)(=O)=O)=N (N-hydroxy-3-sulfamoyl-benzamidine). Product: ClC1=CC=C(C=C1)C1=NC=2N(C(=C1)C(F)(F)F)N=CC2C2=NC(=NO2)C=2C=C(C=CC2)S(=O)(=O)N (3-{5-[5-(4-Chloro-phenyl)-7-trifluoromethyl-pyrazolo[1,5-a]pyrimidin-3-yl]-[1,2,4]oxadiazol-3-yl}-benzenesulfonamide). RXN SMILES: [Cl:1][C:2]1[CH:7]=[CH:6][C:5]([C:8]2[CH:13]=[C:12]([C:14]([F:17])([F:16])[F:15])[N:11]3[N:18]=[CH:19][C:20]([C:21]([OH:23])=O)=[C:10]3[N:9]=2)=[CH:4][CH:3]=1.O[NH:25][C:26](=[NH:37])[C:27]1[CH:32]=[CH:31][CH:30]=[C:29]([S:33](=[O:36])(=[O:35])[NH2:34])[CH:28]=1>>[Cl:1][C:2]1[CH:7]=[CH:6][C:5]([C:8]2[CH:13]=[C:12]([C:14]([F:17])([F:15])[F:16])[N:11]3[N:18]=[CH:19][C:20]([C:21]4[O:23][N:37]=[C:26]([C:27]5[CH:28]=[C:29]([S:33]([NH2:34])(=[O:35])=[O:36])[CH:30]=[CH:31][CH:32]=5)[N:25]=4)=[C:10]3[N:9]=2)=[CH:4][CH:3]=1. Procedure details: The title compound was prepared from 5-(4-chloro-phenyl)-7-trifluoromethyl-pyrazolo[1,5-a]pyrimidine-3-carboxylic acid (example C.4) (171 mg, 0.5 mmol) and N-hydroxy-3-sulfamoyl-benzamidine [CAS-No. 9000-88-7] (161 mg, 0.75 mmol) according to general procedure II. Obtained after purification by column chromatography (dichloromethane/MeOH/NH4OH) and crystallization (dichloromethane) as a light yellow solid (200 mg, 77%). MS (ISP) 521.2 [(M+H)+]; mp 247° C. The reactants are O1CCN(CC1)C=1C=2N(N=CC1)C=C(N2)CO ((8-Morpholinoimidazo[1,2-b]pyridazin-2-yl)methanol). The reagents and catalysts are [O-2].[Mn+4].[O-2] (manganese (IV) oxide). Solvent: C(Cl)Cl (DCM). Run at time 18 hour. Yields the product O1CCN(CC1)C=1C=2N(N=CC1)C=C(N2)C=O (8-Morpholinoimidazo[1,2-b]pyridazine-2-carbaldehyde). As a reaction SMILES: [O:1]1[CH2:6][CH2:5][N:4]([C:7]2[C:8]3[N:9]([CH:13]=[C:14]([CH2:16][OH:17])[N:15]=3)[N:10]=[CH:11][CH:12]=2)[CH2:3][CH2:2]1>C(Cl)Cl.[O-2].[Mn+4].[O-2]>[O:1]1[CH2:2][CH2:3][N:4]([C:7]2[C:8]3[N:9]([CH:13]=[C:14]([CH:16]=[O:17])[N:15]=3)[N:10]=[CH:11][CH:12]=2)[CH2:5][CH2:6]1 |f:2.3.4|. Reported procedure: To a solution of compound 5d (1.7 g, 7.3 mmol) in DCM (244 mL) was added manganese (IV) oxide (10 g, 116 mmol). The mixture was stirred at rt for 18 h, and filtered through a pad of diatomaceous earth. The filtrate was concentrated to give compound 5e as an off-white solid. 1H-NMR (400 MHz, CDCl3) δ (ppm): 10.08 (s, 1H), 8.37 (s, 1H), 8.06 (d, J=5.6 Hz, 1H), 6.09 (d, J=5.6 Hz, 1H), 3.99-4.18 (m, 4H), 3.78-3.99 (m, 4H). Reaction SMILES: [H-].[Na+].[CH2:3]([O:5][C:6]1[C:11]([C:12]2([OH:23])[C:20]3[C:15](=[CH:16][CH:17]=[C:18]([I:21])[CH:19]=3)[NH:14][C:13]2=[O:22])=[CH:10][CH:9]=[CH:8][N:7]=1)[CH3:4].[CH3:24][O:25][C:26]1[CH:31]=[C:30]([O:32][CH3:33])[CH:29]=[CH:28][C:27]=1[S:34](Cl)(=[O:36])=[O:35].O>CN(C=O)C.C(OCC)C>[CH3:24][O:25][C:26]1[CH:31]=[C:30]([O:32][CH3:33])[CH:29]=[CH:28][C:27]=1[S:34]([N:14]1[C:15]2[C:20](=[CH:19][C:18]([I:21])=[CH:17][CH:16]=2)[C:12]([C:11]2[C:6]([O:5][CH2:3][CH3:4])=[N:7][CH:8]=[CH:9][CH:10]=2)([OH:23])[C:13]1=[O:22])(=[O:35])=[O:36] |f:0.1|. Solvent: CN(C)C=O (DMF), C(C)OCC (ethyl ether). The product is COC1=C(C=CC(=C1)OC)S(=O)(=O)N1C(C(C2=CC(=CC=C12)I)(O)C=1C(=NC=CC1)OCC)=O (1-(2,4-Dimethoxyphenylsulfonyl)-3-(2-ethoxypyridin-3-yl)-3-hydroxy-5-iodo-1,3-dihydroindol-2-one). Procedure details: Sodium hydride (145 mg of a 50% strength dispersion in mineral oil, 3.03 mmol) was added to an ice-cooled solution of 3-(2-ethoxypyridin-3-yl)-3-hydroxy-5-iodo-1,3-dihydroindol-2-one (1.0 g, 2.52 mmol) in DMF (20 ml). The reaction mixture was stirred at 0° C. for 15 minutes and then 2,4-dimethoxyphenylsulfonyl chloride (99 mg, 0.48 mmol) was added. The reaction mixture was stirred at room temperature for 2 hours, water was added, and the resulting precipitate was filtered off. The precipitate fo... Starting materials: C(C)OC1=NC=CC=C1C1(C(NC2=CC=C(C=C12)I)=O)O (3-(2-ethoxypyridin-3-yl)-3-hydroxy-5-iodo-1,3-dihydroindol-2-one), [H-].[Na+] (Sodium hydride), ice, COC1=C(C=CC(=C1)OC)S(=O)(=O)Cl (2,4-dimethoxyphenylsulfonyl chloride), O (water). The yield is 255.0%. Run at temperature 0 celsius, time 15 minute. Starting materials: COC1=CC=C(C=C1)Br (4-methoxybromobenzene), C(C)OC(=O)C=1N=CC=2NC3=CC=C(C=C3C2C1COC)O (6-hydroxy-4-methoxymethyl-β-carboline-3-carboxylic acid ethyl ester). The reagents and catalysts are [Cu-]=O (copper(I) oxide). Solvent: N1=C(C=C(C=C1C)C)C (collidine). Conditions: time 35 hour. Product: C(C)OC(=O)C=1N=CC=2NC3=CC=C(C=C3C2C1COC)OC1=CC=C(C=C1)OC (6-(4-methoxyphenoxy)-4-methoxymethyl-β-carboline-3-carboxylic acid ethyl ester). Isolated yield 41.9%. As a reaction SMILES: [CH3:1][O:2][C:3]1[CH:8]=[CH:7][C:6](Br)=[CH:5][CH:4]=1.[CH2:10]([O:12][C:13]([C:15]1[N:16]=[CH:17][C:18]2[NH:19][C:20]3[C:25]([C:26]=2[C:27]=1[CH2:28][O:29][CH3:30])=[CH:24][C:23]([OH:31])=[CH:22][CH:21]=3)=[O:14])[CH3:11]>N1C(C)=CC(C)=CC=1C.[Cu-]=O>[CH2:10]([O:12][C:13]([C:15]1[N:16]=[CH:17][C:18]2[NH:19][C:20]3[C:25]([C:26]=2[C:27]=1[CH2:28][O:29][CH3:30])=[CH:24][C:23]([O:31][C:6]1[CH:7]=[CH:8][C:3]([O:2][CH3:1])=[CH:4][CH:5]=1)=[CH:22][CH:21]=3)=[O:14])[CH3:11]. Reported procedure: 0.2 g of 4-methoxybromobenzene, 0.3 g of 6-hydroxy-4-methoxymethyl-β-carboline-3-carboxylic acid ethyl ester, and 0.15 g of copper(I) oxide are heated in 5 ml of collidine to boiling for 35 hours. After cooling, the mixture is filtered and evaporated under vacuum. The residue is taken up in ethyl acetate, extracted repeatedly with ice-cold 25% ammonia solution and then washed with saturated sodium chloride solution, dried over calcium sulfate, and evaporated. Chromatography on silica gel with me... The reactants are C=C(C)COCc1ccccc1, [Cl-], [Na+], [Na+], C1CCOC1, [OH-], O, OO. Product: CC(CO)COCc1ccccc1. RXN SMILES: [CH2:1]([c:2]1[cH:3][cH:4][cH:5][cH:6][cH:7]1)[O:8][CH2:9][C:10](=[CH2:11])[CH3:12].[Cl-:18].[Na+:14].[Na+:17].[O:19]1[CH2:20][CH2:21][CH2:22][CH2:23]1.[OH-:13].[OH2:24].[OH:15][OH:16]>>[CH2:1]([c:2]1[cH:3][cH:4][cH:5][cH:6][cH:7]1)[O:8][CH2:9][CH:10]([CH2:11][OH:13])[CH3:12]. Starting materials: O=C([O-])[O-], ClCCl, CC(C)N, [K+], [K+], O=C(Cl)c1coc2ccccc2c1=O. Product: CC(C)NC(=O)c1coc2ccccc2c1=O. RXN SMILES: [C:19](=[O:20])([O-:21])[O-:22].[CH2:25]([Cl:26])[Cl:27].[CH3:15][CH:16]([CH3:17])[NH2:18].[K+:23].[K+:24].[o:1]1[cH:2][c:3]([C:12](=[O:13])[Cl:14])[c:4](=[O:11])[c:5]2[cH:6][cH:7][cH:8][cH:9][c:10]12>>[o:1]1[cH:2][c:3]([C:12](=[O:13])[NH:18][CH:16]([CH3:15])[CH3:17])[c:4](=[O:11])[c:5]2[cH:6][cH:7][cH:8][cH:9][c:10]12.